From a dataset of the Open Reaction Database (ORD), a public repository of structured organic reaction records. describe an organic reaction: reactants, conditions, products, and yield The reactants are OC=1C=C(C=CC1C(CCC)O)NC(C)=O (N-(3-Hydroxy-4-(1-hydroxybutyl)phenyl)acetamide), OCC1(O)[C@H](O)[C@H](O)[C@H](O)CO1 (Psi). Reagents/catalysts: [Pd] (Pd/C). Solvent: oxygenated acetic acid. Product: C(CCC)C1=C(C=C(C=C1)NC(C)=O)O (N-(4-butyl-3-hydroxyphenyl)acetamide). The yield is 70.0%. As a reaction SMILES: [OH:1][C:2]1[CH:3]=[C:4]([NH:13][C:14](=[O:16])[CH3:15])[CH:5]=[CH:6][C:7]=1[CH:8](O)[CH2:9][CH2:10][CH3:11].OCC1(OC[C@@H](O)[C@@H](O)[C@H]1O)O>[Pd]>[CH2:8]([C:7]1[CH:6]=[CH:5][C:4]([NH:13][C:14](=[O:16])[CH3:15])=[CH:3][C:2]=1[OH:1])[CH2:9][CH2:10][CH3:11]. Procedure: N-(3-Hydroxy-4-(1-hydroxybutyl)phenyl)acetamide (184 g) was reduced in 20 g batches by dissolving it in de-oxygenated acetic acid (210 mL) in the presence of 10% Pd/C (7 g) at 60 Psi in a Parr hydrogenator for eleven hrs. Upon completion the reaction was filtered over celite and diluted. The acetic acid was removed in vacuo. The resulting oil was diluted with ethyl acetate and was washed three times with water and once with brine. The organic layer was dried over sodium sulfate and concentrated ...